The task is: describe an organic reaction: reactants, conditions, products, and yield. This data is from the Open Reaction Database (ORD), a public repository of structured organic reaction records. The reactants are CC(=O)[O-], CCO, NNc1ccc(Cl)cc1, Cl, [Na+], O=Cc1cccnc1. Product: Clc1ccc(NN=Cc2cccnc2)cc1. As a reaction SMILES: [CH3:20][C:21](=[O:22])[O-:23].[CH3:24][CH2:25][OH:26].[Cl:10][c:11]1[cH:12][cH:13][c:14]([NH:17][NH2:18])[cH:15][cH:16]1.[ClH:9].[Na+:19].[n:1]1[cH:2][c:3]([CH:7]=[O:8])[cH:4][cH:5][cH:6]1>>[n:1]1[cH:2][c:3]([CH:7]=[N:18][NH:17][c:14]2[cH:13][cH:12][c:11]([Cl:10])[cH:16][cH:15]2)[cH:4][cH:5][cH:6]1. Reactants: C(C)(C)(C)OC(NC1=C(C=C(C(=C1)N(C)CCOC)Cl)N)=O ({2-amino-4-chloro-5-[(2-methoxy-ethyl)-methyl-amino]-phenyl}-carbamic acid tert.-butyl ester), C(C)OC(CC(C1=CC(=CC=C1)N1N=NC=C1)=O)=O (3-oxo-3-(3-[1,2,3]triazol-1-yl-phenyl)-propionic acid ethyl ester). Product: C(C)(C)(C)OC(NC1=C(C=C(C(=C1)N(C)CCOC)Cl)NC(CC(C1=CC(=CC=C1)N1N=NC=C1)=O)=O)=O ({4-Chloro-5-[(2-methoxy-ethyl)-methyl-amino]-2-[3-oxo-3-(3-[1,2,3]triazol-1-yl-phenyl)-propionylamino]-phenyl}-carbamic acid tert.-butyl ester). RXN SMILES: [C:1]([O:5][C:6](=[O:22])[NH:7][C:8]1[CH:13]=[C:12]([N:14]([CH2:16][CH2:17][O:18][CH3:19])[CH3:15])[C:11]([Cl:20])=[CH:10][C:9]=1[NH2:21])([CH3:4])([CH3:3])[CH3:2].C([O:25][C:26](=O)[CH2:27][C:28](=[O:40])[C:29]1[CH:34]=[CH:33][CH:32]=[C:31]([N:35]2[CH:39]=[CH:38][N:37]=[N:36]2)[CH:30]=1)C>>[C:1]([O:5][C:6](=[O:22])[NH:7][C:8]1[CH:13]=[C:12]([N:14]([CH2:16][CH2:17][O:18][CH3:19])[CH3:15])[C:11]([Cl:20])=[CH:10][C:9]=1[NH:21][C:26](=[O:25])[CH2:27][C:28](=[O:40])[C:29]1[CH:34]=[CH:33][CH:32]=[C:31]([N:35]2[CH:39]=[CH:38][N:37]=[N:36]2)[CH:30]=1)([CH3:4])([CH3:2])[CH3:3]. Procedure: The title compound was prepared from {2-amino-4-chloro-5-[(2-methoxy-ethyl)-methyl-amino]-phenyl}-carbamic acid tert.-butyl ester (Example J4) (165 mg, 0.5 mmol) and 3-oxo-3-(3-[1,2,3]triazol-1-yl-phenyl)-propionic acid ethyl ester (Example K1) (165 mg, 0.5 mmol) according to the general procedure M. Obtained as an amorphous yellow substance (167 mg). Starting materials: O=C1CCc2cc(Br)ccc21, C1CCNCC1, O=C1Cc2ccccc2N1, O. Product: O=C1Nc2ccccc2C1=C1CCc2cc(Br)ccc21. As a reaction SMILES: [Br:1][c:2]1[cH:3][c:4]2[c:8]([cH:9][cH:10]1)[C:7](=[O:11])[CH2:6][CH2:5]2.[CH2:22]1[CH2:23][CH2:24][NH:25][CH2:26][CH2:27]1.[NH:12]1[C:13](=[O:21])[CH2:14][c:15]2[cH:16][cH:17][cH:18][cH:19][c:20]21.[OH2:28]>>[Br:1][c:2]1[cH:3][c:4]2[c:8]([cH:9][cH:10]1)[C:7](=[C:14]1[C:13](=[O:21])[NH:12][c:20]3[c:15]1[cH:16][cH:17][cH:18][cH:19]3)[CH2:6][CH2:5]2. Starting materials: N1N=C(C2=CC=CC=C12)/C=C/C1=C(C=CC=C1)N ((E)-2-[2-(1H-indazol-3-yl)vinyl]phenylamine), C(C1=CC=CC=C1)(=O)N=C=S (benzoyl isothiocyanate), O (water). The solvent is CC(=O)C (acetone). Run at time 1 hour. The product is N1N=C(C2=CC=CC=C12)/C=C/C1=C(C=CC=C1)NC(=S)N ((E)-N-{2-[2-(1H-indazol-3-yl)vinyl]phenyl}thiourea). The yield is 70.6%. As a reaction SMILES: [NH:1]1[C:9]2[C:4](=[CH:5][CH:6]=[CH:7][CH:8]=2)[C:3](/[CH:10]=[CH:11]/[C:12]2[CH:17]=[CH:16][CH:15]=[CH:14][C:13]=2[NH2:18])=[N:2]1.C([N:27]=[C:28]=[S:29])(=O)C1C=CC=CC=1.O>CC(C)=O>[NH:1]1[C:9]2[C:4](=[CH:5][CH:6]=[CH:7][CH:8]=2)[C:3](/[CH:10]=[CH:11]/[C:12]2[CH:17]=[CH:16][CH:15]=[CH:14][C:13]=2[NH:18][C:28]([NH2:27])=[S:29])=[N:2]1. Procedure: A solution of Compound 2 (0.06 g, 0.26 mmol) in acetone mL) was added with benzoyl isothiocyanate (0.10 mL, 1.5 mmol), followed by stirring at room temperature for 1 hour. The crude product obtained by adding water to the mixture was collected by filtration, dissolved in ethanol (1 mL) and added with 1 mol/L aqueous sodium hydroxide solution (1 mL), followed by stirring at room temperature for 1 hour. The mixture was neutralized by adding 6 mol/L hydrochloric acid and the precipitated solid was ...